describe an organic reaction: reactants, conditions, products, and yield From a dataset of the Open Reaction Database (ORD), a public repository of structured organic reaction records. Starting materials: [BH4-], CC(C)(C)[Si](OCCC1OCCc2cc(C=O)ccc21)(c1ccccc1)c1ccccc1, CCO, [Na+]. Yields the product CC(C)(C)[Si](OCCC1OCCc2cc(CO)ccc21)(c1ccccc1)c1ccccc1. Reaction SMILES: [BH4-:33].[C:1]([CH3:2])([CH3:3])([CH3:4])[Si:5]([O:6][CH2:7][CH2:8][CH:9]1[O:10][CH2:11][CH2:12][c:13]2[c:14]1[cH:15][cH:16][c:17]([CH:19]=[O:20])[cH:18]2)([c:21]1[cH:22][cH:23][cH:24][cH:25][cH:26]1)[c:27]1[cH:28][cH:29][cH:30][cH:31][cH:32]1.[CH3:35][CH2:36][OH:37].[Na+:34]>>[C:1]([CH3:2])([CH3:3])([CH3:4])[Si:5]([O:6][CH2:7][CH2:8][CH:9]1[O:10][CH2:11][CH2:12][c:13]2[c:14]1[cH:15][cH:16][c:17]([CH2:19][OH:20])[cH:18]2)([c:21]1[cH:22][cH:23][cH:24][cH:25][cH:26]1)[c:27]1[cH:28][cH:29][cH:30][cH:31][cH:32]1. Starting materials: COc1cc(C(=O)N2CCN(Cc3ccccc3)C(CO)C2)cc(OC)c1OC, CCI, CN(C)C=O, [H-], [Na+]. The product is CCOCC1CN(C(=O)c2cc(OC)c(OC)c(OC)c2)CCN1Cc1ccccc1. Reaction SMILES: [CH2:1]([c:2]1[cH:3][cH:4][cH:5][cH:6][cH:7]1)[N:8]1[CH:9]([CH2:28][OH:29])[CH2:10][N:11]([C:14]([c:15]2[cH:16][c:17]([O:25][CH3:26])[c:18]([O:23][CH3:24])[c:19]([O:21][CH3:22])[cH:20]2)=[O:27])[CH2:12][CH2:13]1.[CH2:32]([CH3:33])[I:34].[CH3:35][N:36]([CH3:37])[CH:38]=[O:39].[H-:30].[Na+:31]>>[CH2:1]([c:2]1[cH:3][cH:4][cH:5][cH:6][cH:7]1)[N:8]1[CH:9]([CH2:28][O:29][CH2:32][CH3:33])[CH2:10][N:11]([C:14]([c:15]2[cH:16][c:17]([O:25][CH3:26])[c:18]([O:23][CH3:24])[c:19]([O:21][CH3:22])[cH:20]2)=[O:27])[CH2:12][CH2:13]1. The reactants are O=C([O-])[O-], Cc1cc(N)cc(-c2cncs2)c1, Clc1cnc(Cl)nc1, [Cs+], [Cs+], O. Yields the product Cc1cc(Nc2ncc(Cl)cn2)cc(-c2cncs2)c1. RXN SMILES: [C:22](=[O:23])([O-:24])[O-:25].[CH3:9][c:10]1[cH:11][c:12]([NH2:13])[cH:14][c:15](-[c:17]2[cH:18][n:19][cH:20][s:21]2)[cH:16]1.[Cl:1][c:2]1[n:3][cH:4][c:5]([Cl:8])[cH:6][n:7]1.[Cs+:26].[Cs+:27].[OH2:28]>>[c:2]1([NH:13][c:12]2[cH:11][c:10]([CH3:9])[cH:16][c:15](-[c:17]3[cH:18][n:19][cH:20][s:21]3)[cH:14]2)[n:3][cH:4][c:5]([Cl:8])[cH:6][n:7]1. Reported procedure: The procedure of Example 14(a) was repeated, except that (2R)-2-amino-4-methyl-N-[2-oxo-8-(2-oxopyrrolidin-1-yl)-1-(thiophen-3-ylmethyl)-1,2,3,4-tetrahydroquinolin-3-yl]pentanamide (600 mg) and (S)-2-(tert-butoxycarbonylamino)propanoic acid (279 mg) were used, whereby tert-butyl (2S)-1-[(2R)-4-methyl-1-oxo-1-[2-oxo-8-(2-oxopyrrolidin-1-yl)-1-(thiophen-3-ylmethyl)-1,2,3,4-tetrahydroquinolin-3-ylamino]pentan-2-ylamino]-1-oxopropan-2-ylcarbamate (688 mg) was yielded. Subsequently, the procedure of ... Reaction SMILES: [NH2:1][C@H:2]([CH2:29][CH:30]([CH3:32])[CH3:31])[C:3]([NH:5][CH:6]1[CH2:15][C:14]2[C:9](=[C:10]([N:16]3[CH2:20][CH2:19][CH2:18][C:17]3=[O:21])[CH:11]=[CH:12][CH:13]=2)[N:8]([CH2:22][C:23]2[CH:27]=[CH:26][S:25][CH:24]=2)[C:7]1=[O:28])=[O:4].[C:33]([O:37][C:38]([NH:40][C@@H:41]([CH3:45])[C:42](O)=[O:43])=[O:39])([CH3:36])([CH3:35])[CH3:34]>>[CH3:31][CH:30]([CH3:32])[CH2:29][C@@H:2]([NH:1][C:42](=[O:43])[C@@H:41]([NH:40][C:38](=[O:39])[O:37][C:33]([CH3:35])([CH3:34])[CH3:36])[CH3:45])[C:3](=[O:4])[NH:5][CH:6]1[CH2:15][C:14]2[C:9](=[C:10]([N:16]3[CH2:20][CH2:19][CH2:18][C:17]3=[O:21])[CH:11]=[CH:12][CH:13]=2)[N:8]([CH2:22][C:23]2[CH:27]=[CH:26][S:25][CH:24]=2)[C:7]1=[O:28]. Yields the product CC(C[C@H](C(NC1C(N(C2=C(C=CC=C2C1)N1C(CCC1)=O)CC1=CSC=C1)=O)=O)NC([C@H](C)NC(OC(C)(C)C)=O)=O)C (tert-butyl (2S)-1-[(2R)-4-methyl-1-oxo-1-[2-oxo-8-(2-oxopyrrolidin-1-yl)-1-(thiophen-3-ylmethyl)-1,2,3,4-tetrahydroquinolin-3-ylamino]pentan-2-ylamino]-1-oxopropan-2-ylcarbamate). Starting materials: N[C@@H](C(=O)NC1C(N(C2=C(C=CC=C2C1)N1C(CCC1)=O)CC1=CSC=C1)=O)CC(C)C ((2R)-2-amino-4-methyl-N-[2-oxo-8-(2-oxopyrrolidin-1-yl)-1-(thiophen-3-ylmethyl)-1,2,3,4-tetrahydroquinolin-3-yl]pentanamide), C(C)(C)(C)OC(=O)N[C@H](C(=O)O)C ((S)-2-(tert-butoxycarbonylamino)propanoic acid). Isolated yield 83.3%. Starting materials: C(C)OC(CN(C)C)=O (N,N-dimethylglycine ethyl ester), ( c ), ( a ), BrC1=CC=C(C=C1)OC (p-bromoanisole). Product: CN(C)CC1OC2=CC=CC=C2C(C1)C1=CC=C(C=C1)OC (2-(N,N-dimethylaminomethyl)-4-(4-methoxyphenyl)chroman). As a reaction SMILES: [CH2:1]([O:3][C:4](=O)[CH2:5][N:6]([CH3:8])[CH3:7])[CH3:2].Br[C:11]1[CH:16]=[CH:15][C:14]([O:17][CH3:18])=[CH:13][CH:12]=1>>[CH3:7][N:6]([CH2:5][CH:4]1[CH2:14][CH:15]([C:11]2[CH:16]=[CH:15][C:14]([O:17][CH3:18])=[CH:13][CH:12]=2)[C:16]2[C:1](=[CH:2][CH:13]=[CH:12][CH:11]=2)[O:3]1)[CH3:8]. Reported procedure: The process of example 4 was repeated using N,N-dimethylglycine ethyl ester in place of N,N-dimethylalanine ethyl ester in part (a), and using p-bromoanisole in place of 4-bromochlorobenzene in part (c) to yield the title compound which was isolated as the hydrobromide salt. RXN SMILES: [C:18](#[N:19])[c:20]1[n:21][c:22]([C:33](=[O:34])[O-:35])[n:23]([CH2:25][O:26][CH2:27][CH2:28][Si:29]([CH3:30])([CH3:31])[CH3:32])[cH:24]1.[CH3:36][OH:37].[Cl:38][CH2:39][Cl:40].[K+:17].[NH2:1][c:2]1[c:3]([C:11]2=[CH:12][CH2:13][CH2:14][CH2:15][CH2:16]2)[cH:4][c:5]([C:6](=[O:7])[NH2:8])[cH:9][cH:10]1>>[NH:1]([c:2]1[c:3]([C:11]2=[CH:12][CH2:13][CH2:14][CH2:15][CH2:16]2)[cH:4][c:5]([C:6](=[O:7])[NH2:8])[cH:9][cH:10]1)[C:33]([c:22]1[n:21][c:20]([C:18]#[N:19])[cH:24][n:23]1[CH2:25][O:26][CH2:27][CH2:28][Si:29]([CH3:30])([CH3:31])[CH3:32])=[O:34]. Starting materials: C[Si](C)(C)CCOCn1cc(C#N)nc1C(=O)[O-], CO, ClCCl, [K+], NC(=O)c1ccc(N)c(C2=CCCCC2)c1. The product is C[Si](C)(C)CCOCn1cc(C#N)nc1C(=O)Nc1ccc(C(N)=O)cc1C1=CCCCC1. Reactants: COS(=O)(=O)OC, CO, CCC=C(C)C(O)CCC(C)C, [H-], [Na+], [Na+], [OH-], O, c1ccccc1. Yields the product CCC=C(C)C(CCC(C)C)OC. As a reaction SMILES: [CH3:15][O:16][S:17]([O:18][CH3:19])(=[O:20])=[O:21].[CH3:31][OH:32].[CH3:3][CH:4]([CH3:5])[CH2:6][CH2:7][CH:8]([C:9](=[CH:10][CH2:11][CH3:12])[CH3:13])[OH:14].[H-:1].[Na+:23].[Na+:2].[OH-:22].[OH2:30].[cH:24]1[cH:25][cH:26][cH:27][cH:28][cH:29]1>>[CH3:3][CH:4]([CH3:5])[CH2:6][CH2:7][CH:8]([C:9](=[CH:10][CH2:11][CH3:12])[CH3:13])[O:14][CH3:15]. Reactants: CC(=O)[O-], CC(=O)OC(C)=O, O=C(O)CCCCNS(=O)(=O)c1ccc(N2CCCCCC2)cc1, [Na+]. Product: O=C1CCCCN1S(=O)(=O)c1ccc(N2CCCCCC2)cc1. As a reaction SMILES: [CH3:26][C:27](=[O:28])[O-:29].[CH3:30][C:31]([O:32][C:33](=[O:34])[CH3:35])=[O:36].[N:1]1([c:8]2[cH:9][cH:10][c:11]([S:14](=[O:15])(=[O:16])[NH:17][CH2:18][CH2:19][CH2:20][CH2:21][C:22](=[O:23])[OH:24])[cH:12][cH:13]2)[CH2:2][CH2:3][CH2:4][CH2:5][CH2:6][CH2:7]1.[Na+:25]>>[N:1]1([c:8]2[cH:9][cH:10][c:11]([S:14](=[O:15])(=[O:16])[N:17]3[CH2:18][CH2:19][CH2:20][CH2:21][C:22]3=[O:24])[cH:12][cH:13]2)[CH2:2][CH2:3][CH2:4][CH2:5][CH2:6][CH2:7]1.